Dataset: the Open Reaction Database (ORD), a public repository of structured organic reaction records. Task: describe an organic reaction: reactants, conditions, products, and yield The reactants are [BH4-], CN, CO, Cn1ccc2cc(C=O)ccc21, [Na+], O. The product is CNCc1ccc2c(ccn2C)c1. As a reaction SMILES: [BH4-:15].[CH3:13][NH2:14].[CH3:18][OH:19].[CH3:1][n:2]1[cH:3][cH:4][c:5]2[cH:6][c:7]([CH:11]=[O:12])[cH:8][cH:9][c:10]12.[Na+:16].[OH2:17]>>[CH3:1][n:2]1[cH:3][cH:4][c:5]2[cH:6][c:7]([CH2:11][NH:14][CH3:13])[cH:8][cH:9][c:10]12. Reactants: FC1=C(C=CC(=C1)F)[N+](=O)[O-] (2,4-Difluoronitrobenzene), CC(=O)C.C(=O)=O (acetone dry ice), N (Ammonia). Conditions: time 7 hour. The product is FC=1C=CC(=C(C1)N)[N+](=O)[O-] (5-Fluoro-2-nitrophenylamine). RXN SMILES: F[C:2]1[CH:7]=[C:6]([F:8])[CH:5]=[CH:4][C:3]=1[N+:9]([O-:11])=[O:10].CC(C)=O.C(=O)=O.[NH3:19]>>[F:8][C:6]1[CH:5]=[CH:4][C:3]([N+:9]([O-:11])=[O:10])=[C:2]([NH2:19])[CH:7]=1 |f:1.2|. Procedure details: 2,4-Difluoronitrobenzene (1.0 eq) was placed in a dry round-bottomed flask equipped with a dry ice condenser charged with acetone/dry ice. Ammonia was condensed into the flask and the resulting solution was stirred at reflux for 7 hours. A yellow precipitate was formed within 1 hour. After 7 hours, the condenser was removed and the liquid ammonia was allowed to evaporate over several hours. The crude product was purified by flash chromatography on silica gel (85:15 hexanes:EtOAc, product at Rf=0... The reactants are Cc1c(Cc2ccc(Br)cc2)c(OC(F)F)nc2c(Cl)ccc(OCC(=O)OC(C)(C)C)c12, CC(C)n1cc(B2OC(C)(C)C(C)(C)O2)cn1. The product is Cc1c(Cc2ccc(-c3cnn(C(C)C)c3)cc2)c(OC(F)F)nc2c(Cl)ccc(OCC(=O)OC(C)(C)C)c12. As a reaction SMILES: [C:1]([CH3:2])([CH3:3])([CH3:4])[O:5][C:6]([CH2:7][O:8][c:9]1[c:10]2[c:11]([CH3:32])[c:12]([CH2:24][c:25]3[cH:26][cH:27][c:28]([Br:31])[cH:29][cH:30]3)[c:13]([O:20][CH:21]([F:22])[F:23])[n:14][c:15]2[c:16]([Cl:19])[cH:17][cH:18]1)=[O:33].[CH:34]([CH3:35])([CH3:36])[n:37]1[n:38][cH:39][c:40]([B:42]2[O:43][C:44]([CH3:45])([CH3:46])[C:47]([CH3:48])([CH3:49])[O:50]2)[cH:41]1>>[C:1]([CH3:2])([CH3:3])([CH3:4])[O:5][C:6]([CH2:7][O:8][c:9]1[c:10]2[c:11]([CH3:32])[c:12]([CH2:24][c:25]3[cH:26][cH:27][c:28](-[c:40]4[cH:39][n:38][n:37]([CH:34]([CH3:35])[CH3:36])[cH:41]4)[cH:29][cH:30]3)[c:13]([O:20][CH:21]([F:22])[F:23])[n:14][c:15]2[c:16]([Cl:19])[cH:17][cH:18]1)=[O:33].